Dataset: the Open Reaction Database (ORD), a public repository of structured organic reaction records. Task: describe an organic reaction: reactants, conditions, products, and yield Reactants: FC(F)(F)S(=O)(=O)C1=CC=C(C=C1)N (4-aminophenyl trifluoromethyl sulfone), C1(=CC=C(C=C1)CC(=O)O)CC(=O)O (1,4-phenylenediacetic acid). The product is FC(S(=O)(=O)C1=CC=C(C=C1)NC(CC1=CC=C(C=C1)CC(NC1=CC=C(C=C1)S(=O)(=O)C(F)(F)F)=O)=O)(F)F (N-(4-Trifluoromethanesulfonyl-phenyl)-2-{4-[(4-trifluoromethanesulfonyl-phenylcarbamoyl)-methyl]-phenyl}-acetamide). Reaction SMILES: [F:1][C:2]([S:5]([C:8]1[CH:13]=[CH:12][C:11]([NH2:14])=[CH:10][CH:9]=1)(=[O:7])=[O:6])([F:4])[F:3].[C:15]1([CH2:25][C:26]([OH:28])=O)[CH:20]=[CH:19][C:18]([CH2:21][C:22]([OH:24])=O)=[CH:17][CH:16]=1>>[F:1][C:2]([F:4])([F:3])[S:5]([C:8]1[CH:13]=[CH:12][C:11]([NH:14][C:26](=[O:28])[CH2:25][C:15]2[CH:16]=[CH:17][C:18]([CH2:21][C:22](=[O:24])[NH:14][C:11]3[CH:12]=[CH:13][C:8]([S:5]([C:2]([F:4])([F:1])[F:3])(=[O:7])=[O:6])=[CH:9][CH:10]=3)=[CH:19][CH:20]=2)=[CH:10][CH:9]=1)(=[O:6])=[O:7]. Reported procedure: Same procedure as Example 20 except 4-aminophenyl trifluoromethyl sulfone and 1,4-phenylenediacetic acid were used. 1H NMR (300 MHz, DMSO-d6) δ 10.90 (s, 2H, 2×NH), 8.04 (d, J=8.9 Hz, 4H), 7.99 (d, J=8.9 Hz, 4H), 7.84 (d, J=8.9 Hz, 2H), 7.23 (d, J=8.9 Hz, 2H), 3.71 (s, 4H, 2×CH2). MS 609 [M++1].